Dataset: the Open Reaction Database (ORD), a public repository of structured organic reaction records. Task: describe an organic reaction: reactants, conditions, products, and yield The reactants are [H-].[Na+] (sodium hydride), ClC1=NC=C(C=C1[N+](=O)[O-])[N+](=O)[O-] (2-chloro-3,5-dinitropyridine), saturated aqueous solution, [Cl-].[NH4+] (ammonium chloride), OCC(O)CO (glycerol). The solvent is C1(=CC=CC=C1)C (toluene), CCCCCC (hexane), C(C)(=O)OCC (ethyl acetate). Conditions: time 30 minute. Yields the product OC(CO)COC1=NC=C(C=C1[N+](=O)[O-])[N+](=O)[O-] (2-hydroxy-3-(3,5-dinitro-2-pyridyloxy)-propanol), solid. Yield: 99.0%. RXN SMILES: [H-].[Na+].[OH:3][CH2:4][CH:5]([CH2:7][OH:8])[OH:6].Cl[C:10]1[C:15]([N+:16]([O-:18])=[O:17])=[CH:14][C:13]([N+:19]([O-:21])=[O:20])=[CH:12][N:11]=1.[Cl-].[NH4+]>CCCCCC.C1(C)C=CC=CC=1.C(OCC)(=O)C>[OH:6][CH:5]([CH2:7][O:8][C:10]1[C:15]([N+:16]([O-:18])=[O:17])=[CH:14][C:13]([N+:19]([O-:21])=[O:20])=[CH:12][N:11]=1)[CH2:4][OH:3] |f:0.1,4.5|. Reported procedure: 3.3 g of sodium hydride (60% in oil, 82.5 mmol) which had been washed with hexane was dispersed in 150 ml of toluene under a nitrogen atmosphere, and to this suspension was dropwise added 7.5 g of glycerol while stirring with a mechanical stirrer to precipitate sodium alcholate. After completion of the addition, the stirring was continued for 30 minutes, followed by decantation to remove toluene and an addition of 150 ml of glycerol to the residue. After stirring for 15 minutes, 15 g of 2-chloro...